This data is from the Open Reaction Database (ORD), a public repository of structured organic reaction records. The task is: describe an organic reaction: reactants, conditions, products, and yield Reactants: [N+](=O)([O-])OCC(C(=O)OC)(CO[N+](=O)[O-])CO[N+](=O)[O-] (methyl 2,2-bis(nitryloxymethyl)-3-nitryloxypropionate), Cl.NN (hydrazine hydrochloride), Cl (hydrochloric acid). Yields the product [N+](=O)([O-])OCC(C(=O)NN)(CO[N+](=O)[O-])CO[N+](=O)[O-] (3-nitryloxy-2,2-bis(nitryloxymethyl)propionic acid hydrazide). The yield is 63.0%. Reaction SMILES: [N+:1]([O:4][CH2:5][C:6]([CH2:16][O:17][N+:18]([O-:20])=[O:19])([CH2:11][O:12][N+:13]([O-:15])=[O:14])[C:7](OC)=[O:8])([O-:3])=[O:2].Cl.[NH2:22][NH2:23].Cl>>[N+:1]([O:4][CH2:5][C:6]([CH2:16][O:17][N+:18]([O-:20])=[O:19])([CH2:11][O:12][N+:13]([O-:15])=[O:14])[C:7]([NH:22][NH2:23])=[O:8])([O-:3])=[O:2] |f:1.2|. Procedure details: 1 g (3.5 mmol) of methyl 2,2-bis(nitryloxymethyl)-3-nitryloxypropionate is heated for 5 hours in a water bath with excess aqueous hydrazine hydrochloride solution. The mixture is poured onto ice and weakly acidified with hydrochloric acid. The oil which has deposited is separated by column chromatography to give 3-nitryloxy-2,2-bis(nitryloxymethyl)propionic acid hydrazide (Tri-PA hydrazide) as a colourless oil. Yield: 63%. Elemental analysis: (C: conforms, H: conforms, N: conforms).